This data is from the Open Reaction Database (ORD), a public repository of structured organic reaction records. The task is: describe an organic reaction: reactants, conditions, products, and yield Reactants: O=C(Cl)c1ccccc1, C1CCOC1, CN(C)c1ccccn1, Fc1cccc2c1NCc1c(-c3noc(C4CC4)n3)ncn1-2, CCN(C(C)C)C(C)C. The product is O=C(c1ccccc1)N1Cc2c(-c3noc(C4CC4)n3)ncn2-c2cccc(F)c21. RXN SMILES: [C:41]([c:42]1[cH:43][cH:44][cH:45][cH:46][cH:47]1)(=[O:48])[Cl:49].[CH2:50]1[O:51][CH2:52][CH2:53][CH2:54]1.[CH3:32][N:33]([c:34]1[cH:35][cH:36][cH:37][cH:38][n:39]1)[CH3:40].[CH:1]1([c:4]2[n:5][c:6](-[c:9]3[n:10][cH:11][n:12]4[c:13]3[CH2:14][NH:15][c:16]3[c:17]([F:22])[cH:18][cH:19][cH:20][c:21]3-4)[n:7][o:8]2)[CH2:2][CH2:3]1.[CH:23]([N:24]([CH:25]([CH3:26])[CH3:27])[CH2:28][CH3:29])([CH3:30])[CH3:31]>>[CH:1]1([c:4]2[n:5][c:6](-[c:9]3[n:10][cH:11][n:12]4[c:13]3[CH2:14][N:15]([C:41]([c:42]3[cH:43][cH:44][cH:45][cH:46][cH:47]3)=[O:48])[c:16]3[c:17]([F:22])[cH:18][cH:19][cH:20][c:21]3-4)[n:7][o:8]2)[CH2:2][CH2:3]1.